From a dataset of the Open Reaction Database (ORD), a public repository of structured organic reaction records. describe an organic reaction: reactants, conditions, products, and yield Starting materials: N1(C=NC=C1)CC=1C=C(C(=CC1)N)NC1=CC=CC=C1 (4-(1H-imidazol-1-ylmethyl)-N2 -phenyl-1,2-benzenediamine), C(C)(=O)O (acetic acid), Cl (hydrochloric acid), N(=O)[O-].[Na+] (sodium nitrite), ice water. Solvent: O (water). Product: N1(C=NC=C1)CC=1C=CC2=C(N(N=N2)C2=CC=CC=C2)C1 (6-(1H-imidazol-1-ylmethyl)-1-phenyl-1H-benzotriazole). Yield: 49.0%. RXN SMILES: [N:1]1([CH2:6][C:7]2[CH:8]=[C:9]([NH:14][C:15]3[CH:20]=[CH:19][CH:18]=[CH:17][CH:16]=3)[C:10]([NH2:13])=[CH:11][CH:12]=2)[CH:5]=[CH:4][N:3]=[CH:2]1.C(O)(=O)C.Cl.[N:26]([O-])=O.[Na+]>O>[N:1]1([CH2:6][C:7]2[CH:12]=[CH:11][C:10]3[N:13]=[N:26][N:14]([C:15]4[CH:16]=[CH:17][CH:18]=[CH:19][CH:20]=4)[C:9]=3[CH:8]=2)[CH:5]=[CH:4][N:3]=[CH:2]1 |f:3.4|. Reported procedure: A mixture of 1.6 parts of 4-(1H-imidazol-1-ylmethyl)-N2 -phenyl-1,2-benzenediamine, 20 parts of acetic acid and 1.08 parts of concentrated hydrochloric acid was cooled in an ice bath at 12°-16° C. A solution of 0.83 parts of sodium nitrite in 7 parts of water was added dropwise. Upon complete addition, the reaction mixture was allowed to reach room temperature while stirring. The reaction mixture was poured into alkaline ice water and the product was extracted with dichloromethane. The extract w...